This data is from the Open Reaction Database (ORD), a public repository of structured organic reaction records. The task is: describe an organic reaction: reactants, conditions, products, and yield Starting materials: CC=1C=CC2=C(CCO2)C1 (5-methyl-2,3-dihydrobenzofuran), N(=O)[O-].[Na+] (NaNO2). Solvent: C(=O)(C(F)(F)F)O (TFA). Reaction conditions: temperature 0 celsius, time 12 hour. The product is CC=1C=C(C2=C(CCO2)C1)[N+](=O)[O-] (5-methyl-7-nitro-2,3-dihydrobenzofuran). RXN SMILES: [CH3:1][C:2]1[CH:3]=[CH:4][C:5]2[O:9][CH2:8][CH2:7][C:6]=2[CH:10]=1.[N:11]([O-:13])=[O:12].[Na+]>C(O)(C(F)(F)F)=O>[CH3:1][C:2]1[CH:3]=[C:4]([N+:11]([O-:13])=[O:12])[C:5]2[O:9][CH2:8][CH2:7][C:6]=2[CH:10]=1 |f:1.2|. Reported procedure: A mixture of 5-methyl-2,3-dihydrobenzofuran (1b) (2.7 g, 20 mmol) in TFA (50 mL) was cooled to 0° C., NaNO2 (2.5 g, 36 mmol) was added thereto. Then it was warmed up to ambient temperature and stirred for 12 h. The mixture was concentrated, poured into water (50 mL), extracted with EtOAc (150 mL), washed with brine, dried and concentrated. The residue was purified by column chromatography on silica gel eluting with hexanes/EtOAc (10:1) to give the title compound (1c). Reactants: S(C)(=O)(=O)[O-] (mesylate), C(C1=CC=CC=C1)N1CC(CC1)O (racemic 1-benzyl-pyrrolidin-3-ol), [C-]#N.[Na+] (sodium cyanide). The reagents and catalysts are [C-]#N.C(CCC)[N+](CCCC)(CCCC)CCCC (tetrabutylammonium cyanide). The solvent is CS(=O)C (DMSO). Run at temperature 82.5 celsius, time 16 hour. Product: C(C1=CC=CC=C1)N1CC(CC1)C#N (1-Benzyl-pyrrolidine-3-carbonitrile). Isolated yield 75.7%. RXN SMILES: S([O-])(=O)(=O)C.[CH2:6]([N:13]1[CH2:17][CH2:16][CH:15](O)[CH2:14]1)[C:7]1[CH:12]=[CH:11][CH:10]=[CH:9][CH:8]=1.[C-:19]#[N:20].[Na+]>[C-]#N.C([N+](CCCC)(CCCC)CCCC)CCC.CS(C)=O>[CH2:6]([N:13]1[CH2:17][CH2:16][CH:15]([C:19]#[N:20])[CH2:14]1)[C:7]1[CH:12]=[CH:11][CH:10]=[CH:9][CH:8]=1 |f:2.3,4.5|. Procedure details: This transformation was carried out using the method described in C. Thomas et. al. reference 97. The mesylate of racemic 1-benzyl-pyrrolidin-3-ol (0.039 mol, 10 g), prepared as described above, sodium cyanide (0.24 mol, 15 g) and tetrabutylammonium cyanide (10 g, 0.037 mol) in 75 mL of DMSO was stirred at 80-85° C. for 16 h. The reaction mixture was partitioned between diethyl ether and sat. aq sodium bicarbonate. The aqueous layer was extracted twice with ether and the combined organic layer w... Starting materials: Cl[C@H](C(=O)O)C(CC)C ((S)-2-chloro-3-methylpentanoic acid), C1(CCCCC1)N=C=NC1CCCCC1 (Dicyclohexylcarbodiimide), 1-(4-n-alkoxy-benzoyloxy)-4-hydroxy-benzene. Reagents/catalysts: CN(C1=CC=NC=C1)C (4-dimethylaminopyridine). Run in CCOCC (ether). Run at time 2.5 day. Yields the product C1(CCCCC1)NC(=O)NC1CCCCC1 (N,N'-dicyclohexylurea). Yield: 40.0%. As a reaction SMILES: Cl[C@@H](C(C)CC)C(O)=[O:4].[CH:10]1([N:16]=[C:17]=[N:18][CH:19]2[CH2:24][CH2:23][CH2:22][CH2:21][CH2:20]2)[CH2:15][CH2:14][CH2:13][CH2:12][CH2:11]1>CN(C)C1C=CN=CC=1.CCOCC>[CH:19]1([NH:18][C:17]([NH:16][CH:10]2[CH2:11][CH2:12][CH2:13][CH2:14][CH2:15]2)=[O:4])[CH2:24][CH2:23][CH2:22][CH2:21][CH2:20]1. Reported procedure: While stirring, 1.5 g (0.01 moles) of (S)-2-chloro-3-methylpentanoic acid, 2.06 g (0.01 moles) of DCC, 0.12 g (0.001 moles) of 4-dimethylaminopyridine (DMAP) and an amount of 1-(4-n-alkoxy-benzoyloxy)-4-hydroxy-benzene corresponding to 0.01 moles are added to 50 mL of ether. The mixture is allowed to stand 2-3 days at room temperature. The N,N'-dicyclohexylurea formed is then filtered off with suction. The mother liquor is washed several times with water and dried over sodium sulfate. The solven...